This data is from the Open Reaction Database (ORD), a public repository of structured organic reaction records. The task is: describe an organic reaction: reactants, conditions, products, and yield Reactants: C(C1=CC=CC=C1)C1(CCN(CC1)CCNC(=O)NC1=CC(=NC=C1)Cl)O (1-[2-(4-benzyl-4-hydroxy-piperidin-1-yl)-ethyl]-3-(2-chloro-pyridin-4-yl)-urea), B1(C2CCCC1CCC2)CC3=CC=CC=C3 (B-benzyl-9-BBN), C1(=CC=CC=C1)P(C1=CC=CC=C1)C1=CC=CC=C1 (triphenylphosphine), C(=O)([O-])[O-].[K+].[K+] (K2CO3). Reagents/catalysts: C=1C=CC(=CC1)[P](C=2C=CC=CC2)(C=3C=CC=CC3)[Pd]([P](C=4C=CC=CC4)(C=5C=CC=CC5)C=6C=CC=CC6)([P](C=7C=CC=CC7)(C=8C=CC=CC8)C=9C=CC=CC9)[P](C=1C=CC=CC1)(C=1C=CC=CC1)C=1C=CC=CC1 (tetrakis(triphenylphosphine)palladium(0)). Run in C(OC)COC (dimethoxyethane). Conditions: temperature 90 celsius. Yields the product C(C1=CC=CC=C1)C1(CCN(CC1)CCNC(=O)NC1=CC(=NC=C1)CC1=CC=CC=C1)O (1-[2-(4-Benzyl-4-hydroxy-piperidin-1-yl)-ethyl]-3-(2-benzyl-pyridin-4-yl)-urea). RXN SMILES: [CH2:1]([C:8]1([OH:27])[CH2:13][CH2:12][N:11]([CH2:14][CH2:15][NH:16][C:17]([NH:19][C:20]2[CH:25]=[CH:24][N:23]=[C:22](Cl)[CH:21]=2)=[O:18])[CH2:10][CH2:9]1)[C:2]1[CH:7]=[CH:6][CH:5]=[CH:4][CH:3]=1.B1([CH2:37][C:38]2[CH:43]=[CH:42][CH:41]=[CH:40][CH:39]=2)C2CCCC1CCC2.C1(P(C2C=CC=CC=2)C2C=CC=CC=2)C=CC=CC=1.C([O-])([O-])=O.[K+].[K+]>C1C=CC([P]([Pd]([P](C2C=CC=CC=2)(C2C=CC=CC=2)C2C=CC=CC=2)([P](C2C=CC=CC=2)(C2C=CC=CC=2)C2C=CC=CC=2)[P](C2C=CC=CC=2)(C2C=CC=CC=2)C2C=CC=CC=2)(C2C=CC=CC=2)C2C=CC=CC=2)=CC=1.C(COC)OC>[CH2:1]([C:8]1([OH:27])[CH2:13][CH2:12][N:11]([CH2:14][CH2:15][NH:16][C:17]([NH:19][C:20]2[CH:25]=[CH:24][N:23]=[C:22]([CH2:37][C:38]3[CH:43]=[CH:42][CH:41]=[CH:40][CH:39]=3)[CH:21]=2)=[O:18])[CH2:10][CH2:9]1)[C:2]1[CH:7]=[CH:6][CH:5]=[CH:4][CH:3]=1 |f:3.4.5,^1:72,74,93,112|. Reported procedure: A mixture of 1-[2-(4-benzyl-4-hydroxy-piperidin-1-yl)-ethyl]-3-(2-chloro-pyridin-4-yl)-urea (98 mg, 0.3 mmol), B-benzyl-9-BBN (0.5 M in THF, 4 mL, 2 mmol), triphenylphosphine (29 mg, 0.11 mmol), tetrakis(triphenylphosphine)palladium(0) (11 mg, 0.01 mmol), 2 M aq. K2CO3 (0.5 mL) and dimethoxyethane (1 mL) is degassed and heated under argon at 90° C. for 7 days. The mixture is evaporated and the residue purified by preparative HPLC to provide the title compound. Reactants: NC=1C(=NC(=CC1)SC1=CC=CC=C1)NC (3-amino-2-methylamino-6-phenylthiopyridine), C(CO)(=O)O (glycolic acid). The product is OCC=1N(C2=NC(=CC=C2N1)SC1=CC=CC=C1)C (2-Hydroxymethyl-3-methyl-5-phenylthioimidazo[5,4-b]pyridine). The yield is 58.6%. As a reaction SMILES: [NH2:1][C:2]1[C:3]([NH:15][CH3:16])=[N:4][C:5]([S:8][C:9]2[CH:14]=[CH:13][CH:12]=[CH:11][CH:10]=2)=[CH:6][CH:7]=1.[C:17]([OH:21])(=O)[CH2:18]O>>[OH:21][CH2:17][C:18]1[N:15]([CH3:16])[C:3]2[C:2]([N:1]=1)=[CH:7][CH:6]=[C:5]([S:8][C:9]1[CH:14]=[CH:13][CH:12]=[CH:11][CH:10]=1)[N:4]=2. Procedure: A procedure similar to that described in Preparation 43 was repeated, except that 2.62 g of 3-amino-2-methylamino-6-phenylthiopyridine (prepared as described in Preparation 89) and 2.58 g of glycolic acid were used, and that the product was purified by column chromatography through silica gel, using a gradient elution method, with mixtures of ethyl acetate and methanol in ratios ranging from 50:1 to 10:1 by volume as the eluent, to give 1.80 g of the title compound, melting at 119°-120° C.